From a dataset of the Open Reaction Database (ORD), a public repository of structured organic reaction records. describe an organic reaction: reactants, conditions, products, and yield The reactants are C(C)(C)N(C(C)C)CC (N,N-diisopropylethylamine), C[Si](C)(C)C#C (trimethylsilylacetylene), FC=1C(=C(C(=O)NOCCO)C=C(C1F)C=NOCCO)NC1=C(C=C(C=C1)I)F (3,4-Difluoro-2-(2-fluoro-4-iodo-phenylamino)-N-(2-hydroxy-ethoxy)-5-[(2-hydroxy-ethoxyimino)-methyl]-benzamide). Reagents/catalysts: Cl[Pd]([P](C1=CC=CC=C1)(C2=CC=CC=C2)C3=CC=CC=C3)([P](C4=CC=CC=C4)(C5=CC=CC=C5)C6=CC=CC=C6)Cl ((PPh3)2PdCl2), [Cu](I)I (copper iodide). Solvent: O1CCCC1 (tetrahydrofuran). Reaction conditions: temperature 50 celsius, time 2 hour. The product is FC=1C(=C(C(=O)NOCCO)C=C(C1F)/C=N/OCCO)NC1=C(C=C(C=C1)C#C[Si](C)(C)C)F ((E)-3,4-difluoro-2-(2-fluoro-4-trimethylsilanylethynyl-phenylamino)-N-(2-hydroxy-ethoxy)-5-[(2-hydroxy-ethoxyimino)-methyl]-benzamide). RXN SMILES: [F:1][C:2]1[C:3]([NH:22][C:23]2[CH:28]=[CH:27][C:26](I)=[CH:25][C:24]=2[F:30])=[C:4]([CH:12]=[C:13]([CH:16]=[N:17][O:18][CH2:19][CH2:20][OH:21])[C:14]=1[F:15])[C:5]([NH:7][O:8][CH2:9][CH2:10][OH:11])=[O:6].C(N(CC)C(C)C)(C)C.[CH3:40][Si:41]([C:44]#[CH:45])([CH3:43])[CH3:42]>O1CCCC1.Cl[Pd](Cl)([P](C1C=CC=CC=1)(C1C=CC=CC=1)C1C=CC=CC=1)[P](C1C=CC=CC=1)(C1C=CC=CC=1)C1C=CC=CC=1.[Cu](I)I>[F:1][C:2]1[C:3]([NH:22][C:23]2[CH:28]=[CH:27][C:26]([C:45]#[C:44][Si:41]([CH3:43])([CH3:42])[CH3:40])=[CH:25][C:24]=2[F:30])=[C:4]([CH:12]=[C:13](/[CH:16]=[N:17]/[O:18][CH2:19][CH2:20][OH:21])[C:14]=1[F:15])[C:5]([NH:7][O:8][CH2:9][CH2:10][OH:11])=[O:6] |^1:53,72|. Reported procedure: 3,4-Difluoro-2-(2-fluoro-4-iodo-phenylamino)-N-(2-hydroxy-ethoxy)-5-[(2-hydroxy-ethoxyimino)-methyl]-benzamide (334 mg, 0.620 mmol) prepared in Example 1 was dissolved in anhydrous tetrahydrofuran (10 mL). (PPh3)2PdCl2 (20,867-1, Sigma-Aldrich Inc.) (21 mg, 0.031 mmol), copper iodide (11 mg, 0.0062 mmol), N,N-diisopropylethylamine (130 μL, 0.774 mmol), and trimethylsilylacetylene (1 mL) were then added thereto at room temperature. The mixture was stirred at 50° C. for two hours. The reactants are CCOCC (ether), C(C)O (Ethanol), Cl (hydrochloric acid), ClC=1C=C2C=CC(=CC2=CC1)S(=O)(=O)N1CC(N(CC1)CC1(CCN(CC1)C1=CC=NC=C1)NC(=O)OCC)=O (4-(6-chloronaphthalene-2-sulfonyl)-1-[4-ethoxycarbonylamino-1-(4-pyridyl)-4-piperidylmethyl]-2-piperazinone). The solvent is C(C)(=O)OCC (ethyl acetate), C(C)(=O)OCC (ethyl acetate). Yields the product Cl.ClC=1C=C2C=CC(=CC2=CC1)S(=O)(=O)N1CC(N(CC1)CC1(CCN(CC1)C1=CC=NC=C1)NC(=O)OCC)=O (4-(6-Chloronaphthalene-2-sulfonyl)-1-[4-ethoxycarbonylamino-1-(4-pyridyl)-4-piperidylmethyl]-2-piperazinone hydrochloride). Isolated yield 182.5%. RXN SMILES: C(O)C.Cl.[Cl:5][C:6]1[CH:7]=[C:8]2[C:13](=[CH:14][CH:15]=1)[CH:12]=[C:11]([S:16]([N:19]1[CH2:24][CH2:23][N:22]([CH2:25][C:26]3([NH:38][C:39]([O:41][CH2:42][CH3:43])=[O:40])[CH2:31][CH2:30][N:29]([C:32]4[CH:37]=[CH:36][N:35]=[CH:34][CH:33]=4)[CH2:28][CH2:27]3)[C:21](=[O:44])[CH2:20]1)(=[O:18])=[O:17])[CH:10]=[CH:9]2.CCOCC>C(OCC)(=O)C>[ClH:5].[Cl:5][C:6]1[CH:7]=[C:8]2[C:13](=[CH:14][CH:15]=1)[CH:12]=[C:11]([S:16]([N:19]1[CH2:24][CH2:23][N:22]([CH2:25][C:26]3([NH:38][C:39]([O:41][CH2:42][CH3:43])=[O:40])[CH2:27][CH2:28][N:29]([C:32]4[CH:37]=[CH:36][N:35]=[CH:34][CH:33]=4)[CH2:30][CH2:31]3)[C:21](=[O:44])[CH2:20]1)(=[O:18])=[O:17])[CH:10]=[CH:9]2 |f:5.6|. Reported procedure: Ethanol (20 ml) and a 4N hydrochloric acid solution in ethyl acetate (2 ml) were added to 4-(6-chloronaphthalene-2-sulfonyl)-1-[4-ethoxycarbonylamino-1-(4-pyridyl)-4-piperidylmethyl]-2-piperazinone (1.3 g) obtained in Example 1, to dissolve the material. Subsequently, ethyl acetate (200 ml) and ether (200 ml) were added, the resulting precipitates were filtered off, and washed with ether to obtain the colorless amorphous title compound (1.26 g).